Task: describe an organic reaction: reactants, conditions, products, and yield. Dataset: the Open Reaction Database (ORD), a public repository of structured organic reaction records Procedure: Under the nitrogen gas atmosphere, chloro sulfuric acid is diluted by adding chloro sulfuric acid (21.184 mmol) into methylene chloride (40 ml), and biphenyl (6.168 g, 40.00 mmol) is added gradually into a container in which diluted chloro sulfuric acid is contained keeping the temperature at 0° C., then stirred at the room temperature for 6 hours. The obtained reacted mixture is poured into brine, and deposited white insoluble is removed by suction filtration. Since the small amount of product ... Run in [Cl-].[Na+].O (brine). RXN SMILES: [S:1]([Cl:5])(=[O:4])(=[O:3])O.C(Cl)Cl.[C:9]1([C:15]2[CH:20]=[CH:19][CH:18]=[CH:17][CH:16]=2)[CH:14]=[CH:13][CH:12]=[CH:11][CH:10]=1.C(Cl)(Cl)Cl>[Cl-].[Na+].O>[C:9]1([C:15]2[CH:16]=[CH:17][C:18]([S:1]([Cl:5])(=[O:4])=[O:3])=[CH:19][CH:20]=2)[CH:14]=[CH:13][C:12]([S:1]([Cl:5])(=[O:4])=[O:3])=[CH:11][CH:10]=1 |f:4.5.6|. Run at time 6 hour. Reactants: compound A, C(Cl)Cl (CH2Cl2), C(Cl)(Cl)Cl (CHCl3), S(O)(=O)(=O)Cl (chloro sulfuric acid), S(O)(=O)(=O)Cl (chloro sulfuric acid), C(Cl)Cl (methylene chloride), C1(=CC=CC=C1)C1=CC=CC=C1 (biphenyl), S(O)(=O)(=O)Cl (chloro sulfuric acid). The yield is 58.0%. Product: C1(=CC=C(C=C1)S(=O)(=O)Cl)C1=CC=C(C=C1)S(=O)(=O)Cl (4,4′-biphenyldisulfonylchloride), crystal.